Dataset: the Open Reaction Database (ORD), a public repository of structured organic reaction records. Task: describe an organic reaction: reactants, conditions, products, and yield Reactants: CC(=O)O, CNC(=O)n1nc(Oc2ccc([N+](=O)[O-])cc2C(F)(F)F)cc1C, O, O=S(=O)(Cl)Cl. Yields the product CNC(=O)n1nc(Oc2ccc([N+](=O)[O-])cc2C(F)(F)F)c(Cl)c1C. Reaction SMILES: [CH3:31][C:32](=[O:33])[OH:34].[CH3:6][NH:7][C:8](=[O:9])[n:10]1[n:11][c:12]([O:16][c:17]2[c:18]([C:26]([F:27])([F:28])[F:29])[cH:19][c:20]([N+:23](=[O:24])[O-:25])[cH:21][cH:22]2)[cH:13][c:14]1[CH3:15].[OH2:30].[S:1]([Cl:2])(=[O:3])([Cl:4])=[O:5]>>[Cl:4][c:13]1[c:12]([O:16][c:17]2[c:18]([C:26]([F:27])([F:28])[F:29])[cH:19][c:20]([N+:23](=[O:24])[O-:25])[cH:21][cH:22]2)[n:11][n:10]([C:8]([NH:7][CH3:6])=[O:9])[c:14]1[CH3:15].